The task is: describe an organic reaction: reactants, conditions, products, and yield. This data is from the Open Reaction Database (ORD), a public repository of structured organic reaction records. The reactants are NC1=C(C=CC=C1O)C (2-amino-m-cresol), C([O-])([O-])=O.[K+].[K+] (potassium carbonate), BrCCBr (1,2-dibromoethane), BrCCBr (1,2-dibromoethane), BrCCBr (1,2-dibromoethane). Solvent: CN(C=O)C (N,N-dimethylformamide). Run at temperature 130 celsius, time 4 hour. Yields the product CC1=CC=CC2=C1NCCO2 (5-methyl-3,4-dihydro-2H-1,4-benzoxazine). As a reaction SMILES: [NH2:1][C:2]1[C:7]([OH:8])=[CH:6][CH:5]=[CH:4][C:3]=1[CH3:9].C(=O)([O-])[O-].[K+].[K+].Br[CH2:17][CH2:18]Br>CN(C)C=O>[CH3:9][C:3]1[C:2]2[NH:1][CH2:17][CH2:18][O:8][C:7]=2[CH:6]=[CH:5][CH:4]=1 |f:1.2.3|. Reported procedure: To a solution of 2-amino-m-cresol (5.0 g) in N,N-dimethylformamide (50 ml), potassium carbonate (28.3 g) and 1,2-dibromoethane (5.3 ml) were added and stirred at 130° C. for 4 hours and then stirred overnight at room temperature. To the reaction mixture, 1,2-dibromoethane (5.3 ml) was added and stirred at 130° C. for 6 hours. After addition of additional 1,2-dibromoethane (3.5 ml), the reaction mixture was stirred at 130° C. for 5 hours and then stirred overnight at room temperature. After insol...